This data is from the Open Reaction Database (ORD), a public repository of structured organic reaction records. The task is: describe an organic reaction: reactants, conditions, products, and yield The reactants are CO, [K+], [K+], O=C([O-])[O-], O, COC(=O)C(=O)c1c[nH]c2ncccc12. Yields the product [K+], O=C([O-])C(=O)c1c[nH]c2ncccc12. RXN SMILES: [CH3:22][OH:23].[K+:16].[K+:17].[O-:18][C:19]([O-:20])=[O:21].[OH2:24].[nH:1]1[cH:2][c:3]([C:10]([C:11](=[O:12])[O:13][CH3:14])=[O:15])[c:4]2[cH:5][cH:6][cH:7][n:8][c:9]12>>[K+:16].[nH:1]1[cH:2][c:3]([C:10]([C:11](=[O:12])[O-:13])=[O:15])[c:4]2[cH:5][cH:6][cH:7][n:8][c:9]12. Starting materials: BrC1=CC(=C(C(=C1)F)C(C(=O)N)N1CCC2(CN(C(CO2)=O)C2CC2)CC1)F (2-(4-bromo-2,6-difluorophenyl)-2-(4-cyclopropyl-3-oxo-1-oxa-4,9-diazaspiro[5.5]undecan-9-yl)acetamide), CC1(OB(OC1(C)C)C1=CC=C2C=CC=NC2=C1)C (7-(4,4,5,5-tetramethyl-1,3,2-dioxaborolan-2-yl)quinoline), C(=O)([O-])[O-].[K+].[K+] (K2CO3). Reagents/catalysts: C1=CC=C(C=C1)P([C-]2C=CC=C2)C3=CC=CC=C3.C1=CC=C(C=C1)P([C-]2C=CC=C2)C3=CC=CC=C3.Cl[Pd]Cl.[Fe+2].C(Cl)Cl (PdCl2(dppf) CH2Cl2). The solvent is O1CCOCC1 (1,4-dioxane). Yields the product C1(CC1)N1C(COC2(C1)CCN(CC2)C(C(=O)N)C2=C(C=C(C=C2F)C2=CC=C1C=CC=NC1=C2)F)=O ((+)-2-(4-cyclopropyl-3-oxo-1-oxa-4,9-diazaspiro[5.5]undecan-9-yl)-2-(2,6-difluoro-4-(quinolin-7-yl)phenyl)acetamide). The yield is 22.0%. RXN SMILES: Br[C:2]1[CH:7]=[C:6]([F:8])[C:5]([CH:9]([N:13]2[CH2:27][CH2:26][C:16]3([O:21][CH2:20][C:19](=[O:22])[N:18]([CH:23]4[CH2:25][CH2:24]4)[CH2:17]3)[CH2:15][CH2:14]2)[C:10]([NH2:12])=[O:11])=[C:4]([F:28])[CH:3]=1.CC1(C)C(C)(C)OB([C:37]2[CH:46]=[C:45]3[C:40]([CH:41]=[CH:42][CH:43]=[N:44]3)=[CH:39][CH:38]=2)O1.C([O-])([O-])=O.[K+].[K+]>O1CCOCC1.C1C=CC(P(C2C=CC=CC=2)[C-]2C=CC=C2)=CC=1.C1C=CC(P(C2C=CC=CC=2)[C-]2C=CC=C2)=CC=1.Cl[Pd]Cl.[Fe+2].C(Cl)Cl>[CH:23]1([N:18]2[CH2:17][C:16]3([CH2:26][CH2:27][N:13]([CH:9]([C:5]4[C:6]([F:8])=[CH:7][C:2]([C:37]5[CH:46]=[C:45]6[C:40]([CH:41]=[CH:42][CH:43]=[N:44]6)=[CH:39][CH:38]=5)=[CH:3][C:4]=4[F:28])[C:10]([NH2:12])=[O:11])[CH2:14][CH2:15]3)[O:21][CH2:20][C:19]2=[O:22])[CH2:25][CH2:24]1 |f:2.3.4,6.7.8.9.10|. Procedure: To a solution of 2-(4-bromo-2,6-difluorophenyl)-2-(4-cyclopropyl-3-oxo-1-oxa-4,9-diazaspiro[5.5]undecan-9-yl)acetamide (246 mg, 0.54 mmol), 7-(4,4,5,5-tetramethyl-1,3,2-dioxaborolan-2-yl)quinoline (137 mg, 0.54 mmol) and 2M aq K2CO3 (0.59 mL, 1.18 mmol) in 1,4-dioxane (2.5 mL) was added PdCl2(dppf)-CH2Cl2 adduct (21.9 mg, 0.03 mmol). The reaction mixture was purged with nitrogen, sealed, and irradiated in the microwave at 110° C. for 25 min, at which point the reaction had proceeded to completio... Starting materials: C[Si](C)(C)Cl (trimethylsilyl chloride), C1CCOC1 (THF), BrCC(=O)OCC (ethyl bromoacetate), C(C1=CC=CC=C1)OC1=C(C=O)C(=CC(=C1)OC1OCCCC1)B1CC(C(C1)(C)C)(C)C (2-(benzyloxy)-4-(tetrahydro-2H-pyran-2-yloxy)-6-(3,3,4,4-tetramethylborol-1-yl)benzaldehyde), C1CCOC1 (THF). The reagents and catalysts are [Zn] (zinc), [Zn] (zinc). Run at temperature 40 celsius, time 20 minute. Yields the product C(C)OC(CC1C2=C(B(O1)O)C=C(C=C2OCC2=CC=CC=C2)OC2OCCCC2)=O (Ethyl-(4-(benzyloxy)-1-hydroxy-6-(tetrahydro-2H-pyran-2-yloxy)-1,3-dihydrobenzo[c][1,2]oxaborol-3-yl)acetate). The yield is 48.0%. RXN SMILES: C[Si](Cl)(C)C.Br[CH2:7][C:8]([O:10][CH2:11][CH3:12])=[O:9].[CH2:13]([O:20][C:21]1[CH:28]=[C:27]([O:29][CH:30]2[CH2:35][CH2:34][CH2:33][CH2:32][O:31]2)[CH:26]=[C:25]([B:36]2CC(C)(C)C(C)(C)C2)[C:22]=1[CH:23]=[O:24])[C:14]1[CH:19]=[CH:18][CH:17]=[CH:16][CH:15]=1.C1C[O:48]CC1>[Zn]>[CH2:11]([O:10][C:8](=[O:9])[CH2:7][CH:23]1[O:24][B:36]([OH:48])[C:25]2[CH:26]=[C:27]([O:29][CH:30]3[CH2:35][CH2:34][CH2:33][CH2:32][O:31]3)[CH:28]=[C:21]([O:20][CH2:13][C:14]3[CH:19]=[CH:18][CH:17]=[CH:16][CH:15]=3)[C:22]1=2)[CH3:12]. Procedure: To a suspension of powdered zinc dust (3.3 g, 51 mmol) in THF (20 mL) was added trimethylsilyl chloride at room temperature. The reaction mixture was stirred at 40° C. for 20 min and ethyl bromoacetate (5.59 g, 33.0 mmol) was slowly added, the reaction mixture was stirred at 40° C. for an additional 30 min. To a solution of 2-(benzyloxy)-4-(tetrahydro-2H-pyran-2-yloxy)-6-(3,3,4,4-tetramethylborol-1-yl)benzaldehyde (2.8 g, 6.4 mmol) in THF (15 mL) was added dropwise the above prepared zinc reagen... The reactants are ClC1=NOC2=C1C=CC(=C2)OC (3-chloro-6-methoxy-1,2-benzisoxazole), CNCCC1=NC=CC=C1 (2-(2-methylaminoethyl)pyridine). Conditions: temperature 140 celsius. The product is COC1=CC2=C(C(=NO2)N(CCC2=NC=CC=C2)C)C=C1 (6-Methoxy-N-methyl-N-[2-(2-pyridyl)ethyl]-1,2-benzisoxazol-3-amine). As a reaction SMILES: Cl[C:2]1[C:6]2[CH:7]=[CH:8][C:9]([O:11][CH3:12])=[CH:10][C:5]=2[O:4][N:3]=1.[CH3:13][NH:14][CH2:15][CH2:16][C:17]1[CH:22]=[CH:21][CH:20]=[CH:19][N:18]=1>>[CH3:12][O:11][C:9]1[CH:8]=[CH:7][C:6]2[C:2]([N:14]([CH3:13])[CH2:15][CH2:16][C:17]3[CH:22]=[CH:21][CH:20]=[CH:19][N:18]=3)=[N:3][O:4][C:5]=2[CH:10]=1. Procedure details: To a sealed tube was added 3-chloro-6-methoxy-1,2-benzisoxazole (2.5 g) and 2-(2-methylaminoethyl)pyridine (11.0 g). The reaction was heated to 140° C. over 72 hours and then cooled to room temperature. The residue was partitioned between EtOAc and brine, washed with brine (4×), and the organic phase was dried over MgSO4 and concentrated in vacuo. Preparative liquid chromatography (silica gel) eluting with 5% acetone/CH2Cl2 provided a residue upon evaporation (1.5 g) which was dissolved in ether... The reactants are C=CC=C (butadiene), [N+](=O)([O-])C1=C2C(C=CC(C2=CC=C1)=O)=O (5-nitro-1,4-naphthoquinone), product. The solvent is C1(=CC=CC=C1)C (toluene). Reaction conditions: temperature 80 celsius, time 4 hour. Product: 138, [N+](=O)([O-])C1=CC=CC=2C(C3=CC=CC=C3C(C12)=O)=O (1-nitroanthraquinone). Yield: 99.0%. As a reaction SMILES: [N+:1]([C:4]1[CH:13]=[CH:12][CH:11]=[C:10]2[C:5]=1[C:6](=[O:15])[CH:7]=[CH:8][C:9]2=[O:14])([O-:3])=[O:2].[CH2:16]=[CH:17][CH:18]=[CH2:19]>C1(C)C=CC=CC=1>[N+:1]([C:4]1[C:5]2[C:6](=[O:15])[C:7]3[C:8](=[CH:16][CH:17]=[CH:18][CH:19]=3)[C:9](=[O:14])[C:10]=2[CH:11]=[CH:12][CH:13]=1)([O-:3])=[O:2]. Procedure: A 1 liter glass pressure reactor is charged with 600 parts of toluene and 122 parts of technical 5-nitro-1,4-naphthoquinone (100%) as ca. 93% product. The reactor is blanketed with nitrogen and 57.6 parts of butadiene are introduced under pressure. The mixture is then heated in the closed system to 80° C. and stirred for 4 hours at this temperature. The pressure falls from a maximum of 3.5 to 4 bar to ca. 3 bar at the conclusion of the reaction. The mixture is cooled, the pressure in the reactor... Starting materials: NC1=CC=C2C(=NN(C(C2=C1)=O)C(C)C)Br (7-Amino-2-Isopropyl-4-bromo-2H-phthalazin-1-one), C([O-])([O-])=O.[K+].[K+] (potassium carbonate), ClCCOCCCl (bis (2-chloroethyl)ether). Run in CN(C)C=O (DMF). Reaction conditions: temperature 140 celsius, time 5 minute. The product is O1CCN(CC1)C1=CC=C2C(=NN(C(C2=C1)=O)C(C)C)Br (7-Morpholino-2-Isopropyl-4-bromo-2H-phthalazin-1-one). Isolated yield 20.3%. Reaction SMILES: [NH2:1][C:2]1[CH:11]=[C:10]2[C:5]([C:6]([Br:16])=[N:7][N:8]([CH:13]([CH3:15])[CH3:14])[C:9]2=[O:12])=[CH:4][CH:3]=1.C(=O)([O-])[O-].[K+].[K+].Cl[CH2:24][CH2:25][O:26][CH2:27][CH2:28]Cl>CN(C=O)C>[O:26]1[CH2:27][CH2:28][N:1]([C:2]2[CH:11]=[C:10]3[C:5]([C:6]([Br:16])=[N:7][N:8]([CH:13]([CH3:14])[CH3:15])[C:9]3=[O:12])=[CH:4][CH:3]=2)[CH2:24][CH2:25]1 |f:1.2.3|. Reported procedure: To a solution of 7-Amino-2-Isopropyl-4-bromo-2H-phthalazin-1-one (0.8 g, 0.0028 mol) in DMF (8 ml), was added potassium carbonate (2 g, 0.014 mol). After five minutes, bis (2-chloroethyl)ether (0.41 g, 0.0028 mol) was added and the solution was heated to 140° C. for 24 hours. After this time LC-MS indicated the complete consumption of starting material and the mixture was cooled, concentrated under vacuum and purified by flash column chromatography (elution: 70% heptane, 30% ethyl acetate) to gi... Reactants: C(C)(=O)N(C(C)=O)C1=CC=C(C=C1)CBr (N-acetyl-N-[4-(bromomethyl)phenyl]acetamide), CC1=CC(=C(C(N1CC(=O)OC)=O)[N+](=O)[O-])OS(=O)(=O)C(F)(F)F (methyl 6-methyl-3-nitro-2-oxo-4-[[(trifluoromethyl)sulphonyl]oxy]-1,2-dihydropyridine-1-acetate), crude product, N (ammonia). Yields the product C(C)(=O)NC1=CC=C(C=C1)CC1=C(C(N(C(=C1)C)CC(=O)OC)=O)[N+](=O)[O-] (Methyl 4-[[4- (acetylamino)phenyl]methyl]-6-methyl-3-nitro-2-oxo-1,2-dihydropyridine-1-acetate). Reaction SMILES: C([N:4]([C:8]1[CH:13]=[CH:12][C:11]([CH2:14]Br)=[CH:10][CH:9]=1)[C:5](=[O:7])[CH3:6])(=O)C.[CH3:16][C:17]1[N:22]([CH2:23][C:24]([O:26][CH3:27])=[O:25])[C:21](=[O:28])[C:20]([N+:29]([O-:31])=[O:30])=[C:19](OS(C(F)(F)F)(=O)=O)[CH:18]=1.N>>[C:5]([NH:4][C:8]1[CH:9]=[CH:10][C:11]([CH2:14][C:19]2[CH:18]=[C:17]([CH3:16])[N:22]([CH2:23][C:24]([O:26][CH3:27])=[O:25])[C:21](=[O:28])[C:20]=2[N+:29]([O-:31])=[O:30])=[CH:12][CH:13]=1)(=[O:7])[CH3:6]. Procedure details: It is prepared from 7.3 g (27 mmol) of N-acetyl-N-[4-(bromomethyl)phenyl]acetamide and 4 g (13.4 mmol) of methyl 6-methyl-3-nitro-2-oxo-4-[[(trifluoromethyl)sulphonyl]oxy]-1,2-dihydropyridine-1-acetate. The crude product is treated with ammonia. Starting materials: [BH4-], O=Cc1ccc(-c2nc3ccc(Br)cn3c2-c2ccccc2)cc1, CO, [Na+]. Product: OCc1ccc(-c2nc3ccc(Br)cn3c2-c2ccccc2)cc1. As a reaction SMILES: [BH4-:25].[Br:1][c:2]1[cH:3][cH:4][c:5]2[n:6]([cH:7]1)[c:8](-[c:19]1[cH:20][cH:21][cH:22][cH:23][cH:24]1)[c:9](-[c:11]1[cH:12][cH:13][c:14]([CH:15]=[O:16])[cH:17][cH:18]1)[n:10]2.[CH3:27][OH:28].[Na+:26]>>[Br:1][c:2]1[cH:3][cH:4][c:5]2[n:6]([cH:7]1)[c:8](-[c:19]1[cH:20][cH:21][cH:22][cH:23][cH:24]1)[c:9](-[c:11]1[cH:12][cH:13][c:14]([CH2:15][OH:16])[cH:17][cH:18]1)[n:10]2. The reactants are BrC1=C(C=C(C#N)C=C1)C (4-bromo-3-methylbenzonitrile), Cl.NO (hydroxylamine hydrochloride), CC(C)([O-])C.[K+] (potassium t-butoxide), O (water). Run in CO (methanol). Conditions: time 30 minute. Yields the product BrC1=C(C=C(C(NO)=N)C=C1)C (4-Bromo-3-methyl-N-hydroxybenzimidamide). Isolated yield 309.2%. RXN SMILES: [Br:1][C:2]1[CH:9]=[CH:8][C:5]([C:6]#[N:7])=[CH:4][C:3]=1[CH3:10].Cl.[NH2:12][OH:13].CC(C)([O-])C.[K+].O>CO>[Br:1][C:2]1[CH:9]=[CH:8][C:5]([C:6](=[NH:7])[NH:12][OH:13])=[CH:4][C:3]=1[CH3:10] |f:1.2,3.4|. Procedure details: A solution of 4-bromo-3-methylbenzonitrile (20.0 g) in methanol (100 ml) was treated with hydroxylamine hydrochloride (4×2.08 g) and potassium t-butoxide (4×3.25 g) over 6 hours and the resulting mixture heated at reflux for 18 h. After cooling, the reaction mixture was poured into water (800 ml), the suspension stirred for 30 min, and the white solid filtered off and dried in vacuo to give the title compound (21.2 g). Starting materials: C(C)(C)(C)OC(=O)NC1C(N(C12CCC2)OS(=O)(=O)O)=O (3-[(t-Butoxycarbonyl)amino]-2-oxo-1-(sulfooxy)-1-azaspiro[3.3]heptane), [Na] (monosodium), C1(=CC=CC=C1)OC (anisole), FC(C(=O)O)(F)F (trifluoroacetic acid). The solvent is ClCCl (dichloromethane), C1(=CC=CC=C1)C (toluene). Run at time 0.5 hour. The product is NC1C(N(C12CCC2)OS(=O)(=O)O)=O (3-amino-2-oxo-1-(sulfooxy)-1-azaspiro[3.3]heptane). Reaction SMILES: C(OC([NH:8][CH:9]1[C:12]2([CH2:15][CH2:14][CH2:13]2)[N:11]([O:16][S:17]([OH:20])(=[O:19])=[O:18])[C:10]1=[O:21])=O)(C)(C)C.[Na].C1(OC)C=CC=CC=1.FC(F)(F)C(O)=O>ClCCl.C1(C)C=CC=CC=1>[NH2:8][CH:9]1[C:12]2([CH2:15][CH2:14][CH2:13]2)[N:11]([O:16][S:17]([OH:20])(=[O:18])=[O:19])[C:10]1=[O:21] |^1:21|. Procedure details: 3-[(t-Butoxycarbonyl)amino]-2-oxo-1-(sulfooxy)-1-azaspiro[3.3]heptane, monosodium salt (0.3 g, 0.87 mmole) was slurried in 2.5 ml of dry dichloromethane and 1.0 ml of anisole at -10° C. under argon, and then treated with 4.0 ml of trifluoroacetic acid. After 0.5 hour, a solid had formed. After 1.5 hours, 4 ml of dry toluene was added, and the mixture evaporated in vacuo to give a solid, 3-amino-2-oxo-1-(sulfooxy)-1-azaspiro[3.3]heptane, which was triturated twice with hexane and dried in vacuo a...